From a dataset of the Open Reaction Database (ORD), a public repository of structured organic reaction records. describe an organic reaction: reactants, conditions, products, and yield Reactants: FC1=CC=C(C=C1)N1CCNCC1 (1-(4-fluorophenyl)piperazine), C(=C)C1=CC2=CC=CC=C2C=C1 (2-vinylnaphthalene), [Li]CCCC (n-BuLi). Yields the product FC1=CC=C(C=C1)N1CCN(CC1)CCC1=CC2=CC=CC=C2C=C1 (1-(4-fluorophenyl)-4-[2-(2-naphthyl)-1-ethyl]piperazine). As a reaction SMILES: [F:1][C:2]1[CH:7]=[CH:6][C:5]([N:8]2[CH2:13][CH2:12][NH:11][CH2:10][CH2:9]2)=[CH:4][CH:3]=1.[CH:14]([C:16]1[CH:25]=[CH:24][C:23]2[C:18](=[CH:19][CH:20]=[CH:21][CH:22]=2)[CH:17]=1)=[CH2:15].[Li]CCCC>>[F:1][C:2]1[CH:3]=[CH:4][C:5]([N:8]2[CH2:13][CH2:12][N:11]([CH2:15][CH2:14][C:16]3[CH:25]=[CH:24][C:23]4[C:18](=[CH:19][CH:20]=[CH:21][CH:22]=4)[CH:17]=3)[CH2:10][CH2:9]2)=[CH:6][CH:7]=1. Procedure: According to GP, 2.22 mmol (=0.40 g) of 1-(4-fluorophenyl)piperazine and 2.22 mmol (=0.34 g) of 2-vinylnaphthalene are reacted with 5 mol % (=0.111 mmol=70 μl) of n-BuLi solution. Column-chromatographic separation with ethyl acetate/n-hexane (1:1) gives the product 1-(4-fluorophenyl)-4-[2-(2-naphthyl)-1-ethyl]piperazine as a light-yellow solid. Starting materials: CC(C(COC1=C(C=C(C=C1)C(CC)(CC)C1=CC2=C(C=C(O2)C(=O)NCC(=O)O)C=C1)C)=O)(C)C ([(6-{1-[4-(3,3-Dimethyl-2-oxo-butoxy)-3-methyl-phenyl]-1-ethyl-propyl}-benzofuran-2-carbonyl)-amino]-acetic acid), [BH4-].[Na+] (NaBH4), C1CCOC1 (THF). Conditions: time 2 hour. Product: C(C)C(CC)(C1=CC(=C(C=C1)OCC(C(C)(C)C)O)C)C1=CC2=C(C=C(O2)C(=O)N(C)CC(=O)O)C=C1 ([(6-{1-Ethyl-1-[4-(2-hydroxy-3,3-dimethyl-butoxy)-3-methyl-phenyl]-propyl}-benzofuran-2-carbonyl)-methyl-amino]-acetic acid). The yield is 59.0%. RXN SMILES: [CH3:1][C:2]([CH3:36])([CH3:35])[C:3](=[O:34])[CH2:4][O:5][C:6]1[CH:11]=[CH:10][C:9]([C:12]([C:17]2[CH:32]=[CH:31][C:20]3[CH:21]=[C:22]([C:24]([NH:26][CH2:27][C:28]([OH:30])=[O:29])=[O:25])[O:23][C:19]=3[CH:18]=2)([CH2:15][CH3:16])[CH2:13][CH3:14])=[CH:8][C:7]=1[CH3:33].[BH4-].[Na+].[CH2:39]1COCC1>>[CH2:15]([C:12]([C:17]1[CH:32]=[CH:31][C:20]2[CH:21]=[C:22]([C:24]([N:26]([CH2:27][C:28]([OH:30])=[O:29])[CH3:39])=[O:25])[O:23][C:19]=2[CH:18]=1)([C:9]1[CH:10]=[CH:11][C:6]([O:5][CH2:4][CH:3]([OH:34])[C:2]([CH3:1])([CH3:35])[CH3:36])=[C:7]([CH3:33])[CH:8]=1)[CH2:13][CH3:14])[CH3:16] |f:1.2|. Reported procedure: A solution of (6-{1-[4-(3,3-Dimethyl-2-oxo-butoxy)-3-methyl-phenyl]-1-ethyl-propyl}-benzofuran-2-carbonyl)-amino]-acetic acid (66 mg, 0.130 mmol) (Example 57) in THF (2 mL) is treated with NaBH4 (11 mg, 0.26 mmol) at room temp. The resulting mixture is stirred for 2 hours. The mixture is concentrated and neutralized to pH 3 and extracted with EtOAc (3×5 mL). The organic layer is dried over sodium sulfate, concentrated to afford the desired compound (39 mg, 59%). MS (ES) m/e: 508.3 (M−1) The reactants are CCCCOC(=O)C=C(C)c1ccc([N+](=O)[O-])cc1C, CO, [Cl-], [Fe], [NH4+], C1CCOC1, O. The product is CCCCOC(=O)C=C(C)c1ccc(N)cc1C. As a reaction SMILES: [CH3:1][c:2]1[c:3]([C:11](=[CH:12][C:13](=[O:14])[O:15][CH2:16][CH2:17][CH2:18][CH3:19])[CH3:20])[cH:4][cH:5][c:6]([N+:8]([O-:9])=[O:10])[cH:7]1.[CH3:28][OH:29].[Cl-:21].[Fe:30].[NH4+:22].[O:23]1[CH2:24][CH2:25][CH2:26][CH2:27]1.[OH2:31]>>[CH3:1][c:2]1[c:3]([C:11](=[CH:12][C:13](=[O:14])[O:15][CH2:16][CH2:17][CH2:18][CH3:19])[CH3:20])[cH:4][cH:5][c:6]([NH2:8])[cH:7]1.